This data is from the Open Reaction Database (ORD), a public repository of structured organic reaction records. The task is: describe an organic reaction: reactants, conditions, products, and yield Starting materials: ClC1=CN(C2=CC=C(C=C12)C(=N)NO)CCC(=O)OCC (ethyl 3-{3-chloro-5-[(hydroxyamino)(imino)methyl]-1H-indol-1-yl}propanoate), ClC=1C=C(C(=O)O)C=CC1O (3-Chloro-4-hydroxybenzoic acid), C(CCl)Cl (EDC), C=1C=CC2=C(C1)N=NN2O (HOBt). Run in CN(C)C=O (DMF). Conditions: temperature 80 celsius, time 5 minute. Product: ClC1=CN(C2=CC=C(C=C12)C1=NOC(=N1)C1=CC(=C(C=C1)O)Cl)CCC(=O)OCC (Ethyl 3-{3-chloro-5-[5-(3-chloro-4-hydroxyphenyl)-1,2,4-oxadiazol-3-yl]-1H-indol-1-yl}propanoate), white solid. RXN SMILES: [Cl:1][C:2]1[CH:3]=[C:4]([CH:8]=[CH:9][C:10]=1[OH:11])[C:5]([OH:7])=O.C(Cl)CCl.C1C=CC2N(O)N=NC=2C=1.[Cl:26][C:27]1[C:35]2[C:30](=[CH:31][CH:32]=[C:33]([C:36]([NH:38]O)=[NH:37])[CH:34]=2)[N:29]([CH2:40][CH2:41][C:42]([O:44][CH2:45][CH3:46])=[O:43])[CH:28]=1>CN(C=O)C>[Cl:26][C:27]1[C:35]2[C:30](=[CH:31][CH:32]=[C:33]([C:36]3[N:37]=[C:5]([C:4]4[CH:8]=[CH:9][C:10]([OH:11])=[C:2]([Cl:1])[CH:3]=4)[O:7][N:38]=3)[CH:34]=2)[N:29]([CH2:40][CH2:41][C:42]([O:44][CH2:45][CH3:46])=[O:43])[CH:28]=1. Procedure details: 3-Chloro-4-hydroxybenzoic acid (commercial) (240 mg, 1.40 mmol) in dry DMF (8 ml) was treated with EDC (292 mg, 1.52 mmol) and HOBt (208 mg, 1.52 mmol) and stirred for 5 minutes. Added ethyl 3-{3-chloro-5-[(hydroxyamino)(imino)methyl]-1H-indol-1-yl}propanoate (D96) (432 mg, 1.40 mmol) and stirred at RT for 30 minutes. The reaction mixture was heated at 80° C. for 7 hours. Added EtOAc (70 ml) and washed with water (70 ml), sat. aq, sodium hydrogen carbonate (70 ml) and water (70 ml). Dried over M...